The task is: describe an organic reaction: reactants, conditions, products, and yield. This data is from the Open Reaction Database (ORD), a public repository of structured organic reaction records. Reactants: S (hydrogen sulfide), [S-2].[Na+].[Na+] (sodium sulfide), C(CCCCCCCCC)(=O)Cl (decanoyl chloride). Solvent: O (water). Product: C(CCCCCCCCC)(=S)[O-].[Na+] (Sodium Thiodecanoate). As a reaction SMILES: [S-2:1].[Na+:2].[Na+].S.[C:5](Cl)(=[O:15])[CH2:6][CH2:7][CH2:8][CH2:9][CH2:10][CH2:11][CH2:12][CH2:13][CH3:14]>O>[C:5]([O-:15])(=[S:1])[CH2:6][CH2:7][CH2:8][CH2:9][CH2:10][CH2:11][CH2:12][CH2:13][CH3:14].[Na+:2] |f:0.1.2,6.7|. Procedure details: Into a 2-liter round-bottomed flask was added 82 grams of sodium sulfide and 164 grams of water and the mixture was stirred at room temperature until the solids were dissolved. An excess of hydrogen sulfide was added below the surface until bubbling was seen in the trap. The reaction mixture was then cooled with an ice water bath to 17° C. Decanoyl chloride was then added slowly. Foaming was observed after about half of the decanoyl chloride had been added. At this point, the addition of decanoy...